describe an organic reaction: reactants, conditions, products, and yield From a dataset of the Open Reaction Database (ORD), a public repository of structured organic reaction records. The reactants are CN, CCO, CS(=O)c1nc(N)c2c(n1)CCC(c1ccccc1Cl)C2. Yields the product CNc1nc(N)c2c(n1)CCC(c1ccccc1Cl)C2. RXN SMILES: [CH3:22][NH2:23].[CH3:24][CH2:25][OH:26].[NH2:1][c:2]1[n:3][c:4]([S:19]([CH3:20])=[O:21])[n:5][c:6]2[c:11]1[CH2:10][CH:9]([c:12]1[c:13]([Cl:18])[cH:14][cH:15][cH:16][cH:17]1)[CH2:8][CH2:7]2>>[NH2:1][c:2]1[n:3][c:4]([NH:23][CH3:22])[n:5][c:6]2[c:11]1[CH2:10][CH:9]([c:12]1[c:13]([Cl:18])[cH:14][cH:15][cH:16][cH:17]1)[CH2:8][CH2:7]2. Reactants: CC#N, O=C1CCC(=O)N1Br, O=C1NCc2ccsc21. The product is O=C1NCc2cc(Br)sc21. As a reaction SMILES: [CH3:18][C:19]#[N:20].[O:10]=[C:11]1[N:12]([Br:17])[C:13](=[O:14])[CH2:15][CH2:16]1.[s:1]1[cH:2][cH:3][c:4]2[c:5]1[C:6](=[O:9])[NH:7][CH2:8]2>>[s:1]1[c:2]([Br:17])[cH:3][c:4]2[c:5]1[C:6](=[O:9])[NH:7][CH2:8]2. Starting materials: COC([C@@H](NC(C1=CC=CC=C1)=O)CC1=CC=CC=C1)=O (N-Benzoyl-L-phenylalanine Methyl Ester), CC(=O)O (AcOH), CP(OC)(OC)=O (dimethyl methylphosphonate), [Li]CCCC (n-BuLi). The solvent is C1CCOC1 (THF), C1CCOC1 (THF). Run at temperature -78 celsius, time 30 minute. Product: C(C1=CC=CC=C1)(=O)N[C@H](C(CP(OC)(OC)=O)=O)CC1=CC=CC=C1 (Dimethyl [(3S)-3-[(N-benzoyl)amino-]-2-oxo-4-phenyl-butyl]-phosphonate). Yield: 66.1%. RXN SMILES: [CH3:1][P:2](=[O:7])([O:5][CH3:6])[O:3][CH3:4].[Li]CCCC.C[O:14][C:15](=O)[C@H:16]([CH2:26][C:27]1[CH:32]=[CH:31][CH:30]=[CH:29][CH:28]=1)[NH:17][C:18](=[O:25])[C:19]1[CH:24]=[CH:23][CH:22]=[CH:21][CH:20]=1.CC(O)=O>C1COCC1>[C:18]([NH:17][C@@H:16]([CH2:26][C:27]1[CH:32]=[CH:31][CH:30]=[CH:29][CH:28]=1)[C:15](=[O:14])[CH2:1][P:2](=[O:7])([O:5][CH3:6])[O:3][CH3:4])(=[O:25])[C:19]1[CH:20]=[CH:21][CH:22]=[CH:23][CH:24]=1. Reported procedure: A solution of dimethyl methylphosphonate (3.06 mL, 28.27 mmol, 8.0 eq) in anhydrous THF (30 mL) was cooled to −78° C. and 2.5 N n-BuLi (2.66 mL, 28.60 mmol, 8.0 eq) was added dropwise. After addition, the solution was stirred at −78° C. for 30 min and then a solution of compound 1 (1.00 g, 3.53 mmol, 1.0 eq) in anhydrous THF (20 mL) was added slowly. The resulting mixture was stirred at −78° C. for 1 h and then at ambient temperature for 1 h. The solution was acidified with 10% AcOH (20 mL), ext... The reactants are Cc1cc(C)n2nc(S)nc2n1, COc1ccc(CCC2(C3CCCC3)CC(O)=C(Cl)C(=O)O2)cc1, COc1cc(OC)c(CCC2(C3CCCC3)CC(O)=C(Cl)C(=O)O2)cc1Cl, Nc1nc(S)nc2[nH]ncc12. Yields the product COc1ccc(CCC2(C3CCCC3)CC(O)=C(Sc3nc(N)c4cn[nH]c4n3)C(=O)O2)cc1. Reaction SMILES: [CH3:12][c:13]1[cH:14][c:15]([CH3:16])[n:17]2[n:18][c:19]([SH:20])[n:21][c:22]2[n:23]1.[Cl:24][C:25]1=[C:30]([OH:31])[CH2:29][C:28]([CH:32]2[CH2:33][CH2:34][CH2:35][CH2:36]2)([CH2:37][CH2:38][c:39]2[cH:40][cH:41][c:42]([O:45][CH3:46])[cH:43][cH:44]2)[O:27][C:26]1=[O:47].[Cl:48][C:49]1=[C:73]([OH:74])[CH2:72][C:53]([CH2:54][CH2:55][c:56]2[cH:57][c:58]([Cl:59])[c:60]([O:61][CH3:62])[cH:63][c:64]2[O:65][CH3:66])([CH:67]2[CH2:68][CH2:69][CH2:70][CH2:71]2)[O:52][C:50]1=[O:51].[NH2:1][c:2]1[c:3]2[c:4]([n:5][c:6]([SH:8])[n:7]1)[nH:9][n:10][cH:11]2>>[NH2:1][c:2]1[c:3]2[c:4]([n:5][c:6]([S:8][C:25]3=[C:30]([OH:31])[CH2:29][C:28]([CH:32]4[CH2:33][CH2:34][CH2:35][CH2:36]4)([CH2:37][CH2:38][c:39]4[cH:40][cH:41][c:42]([O:45][CH3:46])[cH:43][cH:44]4)[O:27][C:26]3=[O:47])[n:7]1)[nH:9][n:10][cH:11]2. Reactants: [OH-].[Na+] (sodium hydroxide), C(C)(=O)SC[C@@H]1C(N[C@H](CCCCCC1)C(=O)N)=O (Trans 3-(acetylthiomethyl)-2-oxo-1-azacyclodecane-10-carboxamide), Cl (hydrochloric acid). Run in C(C)O (ethanol). Reaction conditions: time 1 hour. Yields the product SC[C@@H]1C(N[C@H](CCCCCC1)C(=O)N)=O (trans 3-mercaptomethyl-2-oxo-1-azacyclodecane-10-carboxamide). Reaction SMILES: C([S:4][CH2:5][C@H:6]1[CH2:15][CH2:14][CH2:13][CH2:12][CH2:11][CH2:10][C@H:9]([C:16]([NH2:18])=[O:17])[NH:8][C:7]1=[O:19])(=O)C.[OH-].[Na+].Cl>C(O)C>[SH:4][CH2:5][C@H:6]1[CH2:15][CH2:14][CH2:13][CH2:12][CH2:11][CH2:10][C@H:9]([C:16]([NH2:18])=[O:17])[NH:8][C:7]1=[O:19] |f:1.2|. Procedure: Trans 3-(acetylthiomethyl)-2-oxo-1-azacyclodecane-10-carboxamide (0.16 g, 0.56 mmol) is dissolved in ethanol (5.0 mL). An aqueous solution of 1N sodium hydroxide (0.60 mL, 0.60 mmol) is added, and the reaction is stirred for 1 hour. The reaction is acidified with 1N hydrochloric acid to a pH of about 3, and the solvent is evaporated. The residue is partitioned between ethyl acetate and water, and the aqueous layer is extracted several times with ethyl acetate. The combined organic layers are dri... The reactants are CCOC(C)=O, CC(=O)O, [Fe], O=[N+]([O-])c1ccc(O)cc1F. The product is Nc1ccc(O)cc1F. RXN SMILES: [CH3:12][CH2:13][O:14][C:15](=[O:16])[CH3:17].[CH3:18][C:19](=[O:20])[OH:21].[Fe:22].[N+:1]([O-:2])(=[O:3])[c:4]1[c:5]([F:11])[cH:6][c:7]([OH:10])[cH:8][cH:9]1>>[NH2:1][c:4]1[c:5]([F:11])[cH:6][c:7]([OH:10])[cH:8][cH:9]1.